This data is from the Open Reaction Database (ORD), a public repository of structured organic reaction records. The task is: describe an organic reaction: reactants, conditions, products, and yield Reactants: C(C1=CC=CC=C1)OC1=CC(NC=C1)=O (4-(benzyloxy)pyridin-2(1H)-one), BrC1=CC=C2C3=C(N(C2=C1)S(=O)(=O)C1=CC=C(C)C=C1)CN(CC3)C(=O)OC(C)(C)C (tert-butyl 7-bromo-9-tosyl-3,4-dihydro-1H-pyrido[3,4-b]indole-2(9H)-carboxylate), OC=1C=CC=C2C=CC=NC12 (8-hydroxyquinoline), C(=O)([O-])[O-].[Cs+].[Cs+] (Cs2CO3). The reagents and catalysts are [Cu]I (CuI). Run in CS(=O)C (DMSO). Conditions: temperature 135 celsius, time 1.5 hour. The product is EtOAc hexanes, C(C1=CC=CC=C1)OC1=CC(N(C=C1)C1=CC=C2C3=C(N(C2=C1)S(=O)(=O)C1=CC=C(C)C=C1)CN(CC3)C(=O)OC(C)(C)C)=O (tert-Butyl 7-(4-(benzyloxy)-2-oxopyridin-1(2H)-yl)-9-tosyl-3,4-dihydro-1H-pyrido[3,4-b]indole-2(9H)-carboxylate). Yield: 53.9%. Reaction SMILES: [CH2:1]([O:8][C:9]1[CH:14]=[CH:13][NH:12][C:11](=[O:15])[CH:10]=1)[C:2]1[CH:7]=[CH:6][CH:5]=[CH:4][CH:3]=1.Br[C:17]1[CH:25]=[C:24]2[C:20]([C:21]3[CH2:39][CH2:38][N:37]([C:40]([O:42][C:43]([CH3:46])([CH3:45])[CH3:44])=[O:41])[CH2:36][C:22]=3[N:23]2[S:26]([C:29]2[CH:35]=[CH:34][C:32]([CH3:33])=[CH:31][CH:30]=2)(=[O:28])=[O:27])=[CH:19][CH:18]=1.OC1C=CC=C2C=1N=CC=C2.C([O-])([O-])=O.[Cs+].[Cs+]>CS(C)=O.[Cu]I>[CH2:1]([O:8][C:9]1[CH:14]=[CH:13][N:12]([C:17]2[CH:25]=[C:24]3[C:20]([C:21]4[CH2:39][CH2:38][N:37]([C:40]([O:42][C:43]([CH3:46])([CH3:45])[CH3:44])=[O:41])[CH2:36][C:22]=4[N:23]3[S:26]([C:29]3[CH:30]=[CH:31][C:32]([CH3:33])=[CH:34][CH:35]=3)(=[O:28])=[O:27])=[CH:19][CH:18]=2)[C:11](=[O:15])[CH:10]=1)[C:2]1[CH:3]=[CH:4][CH:5]=[CH:6][CH:7]=1 |f:3.4.5|. Procedure details: A suspension of 4-(benzyloxy)pyridin-2(1H)-one (426 mg, 2.12 mmol), tert-butyl 7-bromo-9-tosyl-3,4-dihydro-1H-pyrido[3,4-b]indole-2(9H)-carboxylate (1.28 g, 2.54 mmol), CuI (484 mg, 2.54 mmol), 8-hydroxyquinoline (369 mg, 2.54 mmol) and Cs2CO3 (760 mg, 2.33 mmol) in DMSO (10 mL) was degassed under reduced pressure for 45 min. The suspension was put under Ar and heated at 135° C. with stirring for 1.5 h. The suspension was cooled, 4:1 CH2Cl2/(9:1 MeOH/NH4OH) (50 mL) was added and the resulting su... The reactants are CC1=NOC(=C1COC1=CC=C(C=C1)S(=O)(=O)N(CC(C)C)C=1C(=NC(=CC1)C1CN(CC1)CC1=CC=CC=C1)C)C (4-{[(3,5-dimethyl-4-isoxazolyl)methyl]oxy}-N-{2-methyl-6-[1-(phenylmethyl)-3-pyrrolidinyl]-3-pyridinyl}-N-(2-methylpropyl)benzenesulfonamide), ClC(=O)OC(C)Cl (1-chloroethyl chloroformate), CO (methanol). Solvent: C(C)#N (acetonitrile). Product: CC1=NOC(=C1COC1=CC=C(C=C1)S(=O)(=O)N(C=1C(=NC(=CC1)C1CNCC1)C)CC(C)C)C (4-((3,5-dimethylisoxazol-4-yl)methoxy)-N-isobutyl-N-(2-methyl-6-(pyrrolidin-3-yl)pyridin-3-yl)benzenesulfonamide). RXN SMILES: [CH3:1][C:2]1[C:6]([CH2:7][O:8][C:9]2[CH:14]=[CH:13][C:12]([S:15]([N:18]([C:23]3[C:24]([CH3:41])=[N:25][C:26]([CH:29]4[CH2:33][CH2:32][N:31](CC5C=CC=CC=5)[CH2:30]4)=[CH:27][CH:28]=3)[CH2:19][CH:20]([CH3:22])[CH3:21])(=[O:17])=[O:16])=[CH:11][CH:10]=2)=[C:5]([CH3:42])[O:4][N:3]=1.ClC(OC(Cl)C)=O.CO>C(#N)C>[CH3:1][C:2]1[C:6]([CH2:7][O:8][C:9]2[CH:14]=[CH:13][C:12]([S:15]([N:18]([CH2:19][CH:20]([CH3:21])[CH3:22])[C:23]3[C:24]([CH3:41])=[N:25][C:26]([CH:29]4[CH2:33][CH2:32][NH:31][CH2:30]4)=[CH:27][CH:28]=3)(=[O:17])=[O:16])=[CH:11][CH:10]=2)=[C:5]([CH3:42])[O:4][N:3]=1. Reported procedure: To a solution of 4-{[(3,5-dimethyl-4-isoxazolyl)methyl]oxy}-N-{2-methyl-6-[1-(phenylmethyl)-3-pyrrolidinyl]-3-pyridinyl}-N-(2-methylpropyl)benzenesulfonamide (114 mg, 0.194 mmol) in acetonitrile (3 mL) was added 1-chloroethyl chloroformate (0.027 mL, 0.252 mmol) and the reaction mixture was heated at reflux under nitrogen for 2 hours. To this was added methanol (3 mL) and the reaction mixture was refluxed under nitrogen for 1 hour. The solvent was removed in vacuo. The sample was then purified b... Starting materials: CN(C)C=O (DMF), COC1=NC=CC=C1OC (2,3-dimethoxypyridine), [Li]CCCC (nBuLi), hexanes, [Cl-].[NH4+] (ammonium chloride). Solvent: C1CCOC1 (THF), C1CCOC1 (THF). Reaction conditions: temperature 0 celsius, time 1 hour. Yields the product COC1=NC=CC(=C1OC)C=O (2,3-Dimethoxy-pyridine-4-carbaldehyde). Yield: 65.7%. Reaction SMILES: [CH3:1][O:2][C:3]1[C:8]([O:9][CH3:10])=[CH:7][CH:6]=[CH:5][N:4]=1.[Li]CCCC.CN([CH:19]=[O:20])C.[Cl-].[NH4+]>C1COCC1>[CH3:1][O:2][C:3]1[C:8]([O:9][CH3:10])=[C:7]([CH:19]=[O:20])[CH:6]=[CH:5][N:4]=1 |f:3.4|. Reported procedure: To a solution of 2,3-dimethoxypyridine (1.0 g, 7.19 mmol) in dry THF (30 mL), cooled to −78° C., was added 2.5 M nBuLi in hexanes (6.33 mL, 15.8 mmol). The mixture was allowed to warm to 0° C. and stirred for 1 hour, before cooling to −78° C. A solution of DMF (2.4 mL, 31.5 mmol) in THF (5 mL) was added. The reaction mixture was allowed to warm to 0° C. and saturated aqueous ammonium chloride solution was added. The resultant biphasic mixture separated and extracted twice with diethyl ether. The... Reactants: O=C([O-])[O-], CCOC(C)=O, COc1cc(F)c(F)cc1B(O)O, [K+], [K+], CN(C)C=O, O, Oc1ccc(I)cc1, [Pd], c1ccc(P(c2ccccc2)c2ccccc2)cc1, c1ccc(P(c2ccccc2)c2ccccc2)cc1, c1ccc(P(c2ccccc2)c2ccccc2)cc1, c1ccc(P(c2ccccc2)c2ccccc2)cc1. The product is COc1cc(F)c(F)cc1-c1ccc(O)cc1. As a reaction SMILES: [C:22](=[O:23])([O-:24])[O-:25].[CH3:33][CH2:34][O:35][C:36](=[O:37])[CH3:38].[F:1][c:2]1[cH:3][c:4]([O:12][CH3:13])[c:5]([B:9]([OH:10])[OH:11])[cH:6][c:7]1[F:8].[K+:26].[K+:27].[O:28]=[CH:29][N:30]([CH3:31])[CH3:32].[OH2:39].[OH:14][c:15]1[cH:16][cH:17][c:18]([I:19])[cH:20][cH:21]1.[Pd:40].[c:41]1([P:42]([c:43]2[cH:44][cH:45][cH:46][cH:47][cH:48]2)[c:49]2[cH:50][cH:51][cH:52][cH:53][cH:54]2)[cH:55][cH:56][cH:57][cH:58][cH:59]1.[c:60]1([P:61]([c:62]2[cH:63][cH:64][cH:65][cH:66][cH:67]2)[c:68]2[cH:69][cH:70][cH:71][cH:72][cH:73]2)[cH:74][cH:75][cH:76][cH:77][cH:78]1.[c:79]1([P:80]([c:81]2[cH:82][cH:83][cH:84][cH:85][cH:86]2)[c:87]2[cH:88][cH:89][cH:90][cH:91][cH:92]2)[cH:93][cH:94][cH:95][cH:96][cH:97]1.[c:98]1([P:99]([c:100]2[cH:101][cH:102][cH:103][cH:104][cH:105]2)[c:106]2[cH:107][cH:108][cH:109][cH:110][cH:111]2)[cH:112][cH:113][cH:114][cH:115][cH:116]1>>[F:1][c:2]1[cH:3][c:4]([O:12][CH3:13])[c:5](-[c:18]2[cH:17][cH:16][c:15]([OH:14])[cH:21][cH:20]2)[cH:6][c:7]1[F:8]. Reactants: BrC1=CC=C(C=C1)C1=C(C(=NO1)C)N (5-(4-bromo-phenyl)-3-methyl-isoxazol-4-ylamine), CC(=CCCC(C)=O)C (6-methyl-hept-5-en-2-one). Yields the product BrC1=CC=C(C=C1)C1=C(C(=NO1)C)NC(CCC=C(C)C)C ([5-(4-Bromo-phenyl)-3-methyl-isoxazol-4-yl]-(1,5-dimethyl-hex-4-enyl)-amine). RXN SMILES: [Br:1][C:2]1[CH:7]=[CH:6][C:5]([C:8]2[O:12][N:11]=[C:10]([CH3:13])[C:9]=2[NH2:14])=[CH:4][CH:3]=1.[CH3:15][C:16]([CH3:23])=[CH:17][CH2:18][CH2:19][C:20](=O)[CH3:21]>>[Br:1][C:2]1[CH:3]=[CH:4][C:5]([C:8]2[O:12][N:11]=[C:10]([CH3:13])[C:9]=2[NH:14][CH:20]([CH3:21])[CH2:19][CH2:18][CH:17]=[C:16]([CH3:23])[CH3:15])=[CH:6][CH:7]=1. Procedure: Prepared according to the procedure described in Example 24, Step 1, using 5-(4-bromo-phenyl)-3-methyl-isoxazol-4-ylamine and 6-methyl-hept-5-en-2-one. Reactants: CCO, NCc1ccccc1, O=CC(O)C(O)C(O)C(O)CO. Yields the product OCC1OC(NCc2ccccc2)C(O)C(O)C1O. As a reaction SMILES: [CH3:21][CH2:22][OH:23].[NH2:13][CH2:14][c:15]1[cH:16][cH:17][cH:18][cH:19][cH:20]1.[O:1]=[CH:2][CH:3]([OH:4])[CH:5]([OH:6])[CH:7]([OH:8])[CH:9]([OH:10])[CH2:11][OH:12]>>[CH:2]1([NH:13][CH2:14][c:15]2[cH:16][cH:17][cH:18][cH:19][cH:20]2)[CH:3]([OH:4])[CH:5]([OH:6])[CH:7]([OH:8])[CH:9]([CH2:11][OH:12])[O:10]1. Starting materials: OC1=C(C2=C(C(CO2)=O)C=C1)CN1CCN(CC1)C(=O)OC(C)(C)C (tert-butyl 4-[(6-hydroxy-3-oxo-2,3-dihydrobenzofuran-7-yl)methyl]piperazine-1-carboxylate), ClC1=C(C=CC=C1Cl)S(=O)(=O)N1C=C(C2=CC=CC=C12)C=O (1-(2,3-dichlorophenylsulfonyl)-1H-indole-3-carboxaldehyde), N1CCCCC1 (piperidine). The solvent is CO (methanol), CO (methanol), CO (methanol). Conditions: time 8 hour. The product is ClC1=C(C=CC=C1Cl)S(=O)(=O)N1C=C(C2=CC=CC=C12)\C=C\1/OC2=C(C1=O)C=CC(=C2CN2CCN(CC2)C(=O)OC(C)(C)C)O (tert-butyl (Z)-4-[(2-{[1-(2,3-dichlorophenylsulfonyl)-1H-indol-3-yl]methylene}-6-hydroxy-3-oxo-2,3-dihydrobenzofuran-7-yl)methyl]piperazine-1-carboxylate). Yield: 80.9%. RXN SMILES: [OH:1][C:2]1[CH:11]=[CH:10][C:5]2[C:6](=[O:9])[CH2:7][O:8][C:4]=2[C:3]=1[CH2:12][N:13]1[CH2:18][CH2:17][N:16]([C:19]([O:21][C:22]([CH3:25])([CH3:24])[CH3:23])=[O:20])[CH2:15][CH2:14]1.[Cl:26][C:27]1[C:32]([Cl:33])=[CH:31][CH:30]=[CH:29][C:28]=1[S:34]([N:37]1[C:45]2[C:40](=[CH:41][CH:42]=[CH:43][CH:44]=2)[C:39]([CH:46]=O)=[CH:38]1)(=[O:36])=[O:35].N1CCCCC1>CO>[Cl:26][C:27]1[C:32]([Cl:33])=[CH:31][CH:30]=[CH:29][C:28]=1[S:34]([N:37]1[C:45]2[C:40](=[CH:41][CH:42]=[CH:43][CH:44]=2)[C:39](/[CH:46]=[C:7]2\[O:8][C:4]3[C:3]([CH2:12][N:13]4[CH2:14][CH2:15][N:16]([C:19]([O:21][C:22]([CH3:25])([CH3:24])[CH3:23])=[O:20])[CH2:17][CH2:18]4)=[C:2]([OH:1])[CH:11]=[CH:10][C:5]=3[C:6]\2=[O:9])=[CH:38]1)(=[O:36])=[O:35]. Procedure details: A solution of tert-butyl 4-[(6-hydroxy-3-oxo-2,3-dihydrobenzofuran-7-yl)methyl]piperazine-1-carboxylate (0.100 g, 0.287 mmol) obtained in Example A16, Step 1 in methanol (1.2 mL) was added with 1-(2,3-dichlorophenylsulfonyl)-1H-indole-3-carboxaldehyde (0.102 g, 0.287 mmol) and piperidine (0.00244 g, 0.0287 mmol), and the mixture was stirred overnight at room temperature. The reaction mixture was added with methanol (2 mL), and the solid was suspended in methanol and thereby washed to obtain tert... Reactants: [N+](=O)([O-])CC (nitroethane), C1(=CC=CC=C1)C (toluene), C(C)OC(C=CC1=CC=C(C=C1)Cl)=O (ethyl-p-chlorocinnamate), solution, [OH-].C[N+](CC1=CC=CC=C1)(C)C (trimethyl-benzyl-ammonium hydroxide). Run in CO (methanol). Yields the product ClC1=CC=C(C=C1)C1CC(NC1C)=O (4p-chlorophenyl-5-methyl-2-pyrrolidinone). Reaction SMILES: [N+:1]([CH2:4][CH3:5])([O-])=O.C(O[C:9](=[O:19])[CH:10]=[CH:11][C:12]1[CH:17]=[CH:16][C:15]([Cl:18])=[CH:14][CH:13]=1)C.[OH-].C[N+](C)(C)CC1C=CC=CC=1.C1(C)C=CC=CC=1>CO>[Cl:18][C:15]1[CH:14]=[CH:13][C:12]([CH:11]2[CH:4]([CH3:5])[NH:1][C:9](=[O:19])[CH2:10]2)=[CH:17][CH:16]=1 |f:2.3|. Procedure: A mixture of 150 g. (2 mole) of nitroethane, 105 g. (0.5 mole) of ethyl-p-chlorocinnamate and 6.6 g. of Triton B (a 35% solution of trimethyl-benzyl-ammonium hydroxide in methanol) is heated for 20 hours at 80°C. After the reaction has finished, toluene is added, washing is carried out with a saturated solution of sodium chloride and the organic solution is dried and evaporated to dryness and the residue is distilled. Yield: 80%; B.P.: 150°-155°C./0.3 mm.Hg.